Dataset: the Open Reaction Database (ORD), a public repository of structured organic reaction records. Task: describe an organic reaction: reactants, conditions, products, and yield Reactants: BrC=1C=C2C(=NC1)N(C=C2I)S(=O)(=O)C2=CC=C(C)C=C2 (5-Bromo-3-iodo-1-tosyl-1H-pyrrolo[2,3-b]pyridine), FC1=C(CN2N=CC(=C2)B2OC(C(O2)(C)C)(C)C)C=CC=C1 (1-(2-fluorobenzyl)-4-(4,4,5,5-tetramethyl-1,3,2-dioxaborolan-2-yl)-1H-pyrazole), C1(=CC=CC=C1)C.C(C)O.O (toluene ethanol water), C([O-])([O-])=O.[K+].[K+] (potassium carbonate). Reagents/catalysts: C=1C=CC(=CC1)[P](C=2C=CC=CC2)(C=3C=CC=CC3)[Pd]([P](C=4C=CC=CC4)(C=5C=CC=CC5)C=6C=CC=CC6)([P](C=7C=CC=CC7)(C=8C=CC=CC8)C=9C=CC=CC9)[P](C=1C=CC=CC1)(C=1C=CC=CC1)C=1C=CC=CC1 (Pd(PPh3)4). The solvent is C(C)OC(C)=O (ethylacetate), CCCCCC (hexane), C(C)(=O)OCC (ethyl acetate). Run at temperature 80 celsius. Product: BrC=1C=C2C(=NC1)N(C=C2C=2C=NN(C2)CC2=C(C=CC=C2)F)S(=O)(=O)C2=CC=C(C)C=C2 (5-Bromo-3-(1-(2-fluorobenzyl)-1H-pyrazol-4-yl)-1-tosyl-1H-pyrrolo[2,3-b]pyridine). Isolated yield 65.4%. RXN SMILES: [Br:1][C:2]1[CH:3]=[C:4]2[C:10](I)=[CH:9][N:8]([S:12]([C:15]3[CH:21]=[CH:20][C:18]([CH3:19])=[CH:17][CH:16]=3)(=[O:14])=[O:13])[C:5]2=[N:6][CH:7]=1.[F:22][C:23]1[CH:43]=[CH:42][CH:41]=[CH:40][C:24]=1[CH2:25][N:26]1[CH:30]=[C:29](B2OC(C)(C)C(C)(C)O2)[CH:28]=[N:27]1.C1(C)C=CC=CC=1.C(O)C.O.C(=O)([O-])[O-].[K+].[K+]>CCCCCC.C(OCC)(=O)C.C1C=CC([P]([Pd]([P](C2C=CC=CC=2)(C2C=CC=CC=2)C2C=CC=CC=2)([P](C2C=CC=CC=2)(C2C=CC=CC=2)C2C=CC=CC=2)[P](C2C=CC=CC=2)(C2C=CC=CC=2)C2C=CC=CC=2)(C2C=CC=CC=2)C2C=CC=CC=2)=CC=1>[Br:1][C:2]1[CH:3]=[C:4]2[C:10]([C:29]3[CH:28]=[N:27][N:26]([CH2:25][C:24]4[CH:40]=[CH:41][CH:42]=[CH:43][C:23]=4[F:22])[CH:30]=3)=[CH:9][N:8]([S:12]([C:15]3[CH:21]=[CH:20][C:18]([CH3:19])=[CH:17][CH:16]=3)(=[O:14])=[O:13])[C:5]2=[N:6][CH:7]=1 |f:2.3.4,5.6.7,^1:76,78,97,116|. Procedure: 5-Bromo-3-iodo-1-tosyl-1H-pyrrolo[2,3-b]pyridine (Intermediate-1) (350 mg, 0.83 mmol) and 1-(2-fluorobenzyl)-4-(4,4,5,5-tetramethyl-1,3,2-dioxaborolan-2-yl)-1H-pyrazole (Intermediate-2) (301 mg, 0.99 mmol) were added to a solution of toluene/ethanol/water (5/5/2.5 ml) previously purged with argon (10 min). The reaction mixture was purged with argon for a further 15 mins, followed by the addition of potassium carbonate (230 mg, 1.6 mmol) and Pd(PPh3)4 (48 mg, 0.0415 mmol). The resulting mixture w... The product is C(C)C1=C(C=2N(N=C1OC(CC)CC)C(=NN2)N)C (7-Ethyl-6-(1-ethylpropoxy)-8-methyl-[1,2,4]triazolo[4,3-b]pyridazin-3-ylamine). Procedure: 3-Pentanol (2.5 ml) was initially charged at RT with stirring. Thereafter, sodium hydride (91 mg) was added while cooling with ice. After stirring at 55° C. for 2.5 h, 6-chloro-7-ethyl-8-methyl-[1,2,4]triazolo[4,3-b]pyridazin-3-ylamine (W2.007; 120 mg), dissolved in 3-pentanol (2 ml) and DMF (4 ml), was added dropwise. After stirring for 1 h, the mixture was left to stand at RT overnight, and the reaction mixture was admixed with water and dichloromethane and then extracted three times with dich... The solvent is CCC(CC)O (3-pentanol), CCC(CC)O (3-Pentanol), CN(C)C=O (DMF). Reactants: [H-].[Na+] (sodium hydride), ClC=1C(=C(C=2N(N1)C(=NN2)N)C)CC (6-chloro-7-ethyl-8-methyl-[1,2,4]triazolo[4,3-b]pyridazin-3-ylamine), ClCCl (dichloromethane), O (water). Reaction conditions: time 8 hour. Reaction SMILES: [H-].[Na+].Cl[C:4]1[C:5]([CH2:15][CH3:16])=[C:6]([CH3:14])[C:7]2[N:8]([C:10]([NH2:13])=[N:11][N:12]=2)[N:9]=1.[OH2:17].ClCCl>CCC(O)CC.CN(C=O)C>[CH2:15]([C:5]1[C:4]([O:17][CH:5]([CH2:15][CH3:16])[CH2:6][CH3:7])=[N:9][N:8]2[C:10]([NH2:13])=[N:11][N:12]=[C:7]2[C:6]=1[CH3:14])[CH3:16] |f:0.1|. The reactants are C(C1=CC=CC=C1)OC=1C=C2C=CC(=CC2=CC1)CN1C=C(C(=C1)C1=CC=CC=C1)/C=C/C(=O)OCC (ethyl(E)-3-[1-(6-benzyloxy-2-naphthylmethyl)-4-phenyl-3-pyrrolyl]propenoate), C(C)O (ethanol). Reagents/catalysts: [C].[Pd] (palladium-carbon). Solvent: O1CCCC1 (tetrahydrofuran). Reaction conditions: time 4 hour. Product: OC=1C=C2C=CC(=CC2=CC1)CN1C=C(C(=C1)C1=CC=CC=C1)CCC(=O)OCC (ethyl 3-[1-(6-hydroxy-2-naphthylmethyl)-4-phenyl-3-pyrrolyl]propionate). The yield is 90.3%. RXN SMILES: C([O:8][C:9]1[CH:10]=[C:11]2[C:16](=[CH:17][CH:18]=1)[CH:15]=[C:14]([CH2:19][N:20]1[CH:24]=[C:23]([C:25]3[CH:30]=[CH:29][CH:28]=[CH:27][CH:26]=3)[C:22](/[CH:31]=[CH:32]/[C:33]([O:35][CH2:36][CH3:37])=[O:34])=[CH:21]1)[CH:13]=[CH:12]2)C1C=CC=CC=1.C(O)C>[C].[Pd].O1CCCC1>[OH:8][C:9]1[CH:10]=[C:11]2[C:16](=[CH:17][CH:18]=1)[CH:15]=[C:14]([CH2:19][N:20]1[CH:24]=[C:23]([C:25]3[CH:30]=[CH:29][CH:28]=[CH:27][CH:26]=3)[C:22]([CH2:31][CH2:32][C:33]([O:35][CH2:36][CH3:37])=[O:34])=[CH:21]1)[CH:13]=[CH:12]2 |f:2.3|. Procedure: A mixture of ethyl(E)-3-[1-(6-benzyloxy-2-naphthylmethyl)-4-phenyl-3-pyrrolyl]propenoate (1.46 g), 5% palladium-carbon (1.5 g), ethanol (15 ml), and tetrahydrofuran (15 ml) was stirred for 4 hours at room temperature under a hydrogen atmosphere. After the palladium-carbon was removed by filtration, the filtrate was concentrated. The residue was subjected to silica gel column chromatography, and ethyl 3-[1-(6-hydroxy-2-naphthylmethyl)-4-phenyl-3-pyrrolyl]propionate (1.08 g, yield: 90%) was obtain... Product: CC(C)C1COC(=O)N1c1ccc(C(=O)N2CCN(c3ncc(C4CC4)cc3C3CC3)CC2)cc1, Cl. Reactants: CC(C)C1COC(=O)N1c1ccc(C(=O)O)cc1, c1nc(N2CCNCC2)c(C2CC2)cc1C1CC1, Cl. As a reaction SMILES: [CH:1]([CH3:2])([CH3:3])[CH:4]1[N:5]([c:10]2[cH:11][cH:12][c:13]([C:14](=[O:15])[OH:16])[cH:17][cH:18]2)[C:6](=[O:9])[O:7][CH2:8]1.[CH:20]1([c:23]2[c:24]([N:32]3[CH2:33][CH2:34][NH:35][CH2:36][CH2:37]3)[n:25][cH:26][c:27]([CH:29]3[CH2:30][CH2:31]3)[cH:28]2)[CH2:21][CH2:22]1.[ClH:19]>>[CH:1]([CH3:2])([CH3:3])[CH:4]1[N:5]([c:10]2[cH:11][cH:12][c:13]([C:14](=[O:16])[N:35]3[CH2:34][CH2:33][N:32]([c:24]4[c:23]([CH:20]5[CH2:21][CH2:22]5)[cH:28][c:27]([CH:29]5[CH2:30][CH2:31]5)[cH:26][n:25]4)[CH2:37][CH2:36]3)[cH:17][cH:18]2)[C:6](=[O:9])[O:7][CH2:8]1.[ClH:19]. Reactants: NC=1C=C(C(=O)C2=CC=CC=C2)C=CC1NC(SC)=NC(=O)OC (3-amino-4-(3-carbomethoxy-S-methylisothioureido)benzophenone), [N+](=O)([O-])C1=CC=C(C=O)C=C1 (4-nitrobenzaldehyde). Run in C1=CC=CC=C1 (benzene). Reaction conditions: time 3 hour. Yields the product N=C1C(C(C(=O)C2=CC=CC=C2)=CC=C1NC(SC)=NC(=O)OC)CC1=CC=C(C=C1)[N+](=O)[O-] (3-imino-(4-nitrophenyl)methyl-4-(3-carbomethoxy-S-methylisothioureido)benzophenone). As a reaction SMILES: [NH2:1][C:2]1[CH:3]=[C:4]([CH:13]=[CH:14][C:15]=1[NH:16][C:17](=[N:20][C:21]([O:23][CH3:24])=[O:22])[S:18][CH3:19])[C:5]([C:7]1[CH:12]=[CH:11][CH:10]=[CH:9][CH:8]=1)=[O:6].[N+:25]([C:28]1[CH:35]=[CH:34][C:31]([CH:32]=O)=[CH:30][CH:29]=1)([O-:27])=[O:26]>C1C=CC=CC=1>[NH:1]=[C:2]1[C:15]([NH:16][C:17](=[N:20][C:21]([O:23][CH3:24])=[O:22])[S:18][CH3:19])=[CH:14][CH:13]=[C:4]([C:5]([C:7]2[CH:12]=[CH:11][CH:10]=[CH:9][CH:8]=2)=[O:6])[CH:3]1[CH2:32][C:31]1[CH:34]=[CH:35][C:28]([N+:25]([O-:27])=[O:26])=[CH:29][CH:30]=1. Reported procedure: To a mixture of 3-amino-4-(3-carbomethoxy-S-methylisothioureido)benzophenone (3.43 g.; 0.01 mol) in benzene (100 ml.) there is added 4-nitrobenzaldehyde (1.5 g.; 0.01 mol). The mixture is refluxed and stirred for 3 hours. Water of the reaction is removed by a Dean-Stark distillation receiver. The mixture is poured into an excess of hexane and the suspension formed is vacuum filtered. The filter cake is dried to afford 3-imino-(4-nitrophenyl)methyl-4-(3-carbomethoxy-S-methylisothioureido)benzophe... Starting materials: C(C)(=O)N1CCC(CC1)C1=CNC2=CC=CC=C12 (3-(1-acetyl-4-piperidyl)indole), BrC1=CC=CC=C1 (bromobenzene), C([O-])([O-])=O.[K+].[K+] (potassium carbonate). Reagents/catalysts: [Cu]=O (copper(II) oxide). The solvent is C(Cl)(Cl)Cl (chloroform), CN(C=O)C (N,N-dimethylformamide). Yields the product C(C)(=O)N1CCC(CC1)C1=CN(C2=CC=CC=C12)C1=CC=CC=C1 (3-(1-acetyl-4-piperidyl)-1-phenylindole). The yield is 77.5%. RXN SMILES: [C:1]([N:4]1[CH2:9][CH2:8][CH:7]([C:10]2[C:18]3[C:13](=[CH:14][CH:15]=[CH:16][CH:17]=3)[NH:12][CH:11]=2)[CH2:6][CH2:5]1)(=[O:3])[CH3:2].Br[C:20]1[CH:25]=[CH:24][CH:23]=[CH:22][CH:21]=1.C(=O)([O-])[O-].[K+].[K+]>CN(C)C=O.C(Cl)(Cl)Cl.[Cu]=O>[C:1]([N:4]1[CH2:5][CH2:6][CH:7]([C:10]2[C:18]3[C:13](=[CH:14][CH:15]=[CH:16][CH:17]=3)[N:12]([C:20]3[CH:25]=[CH:24][CH:23]=[CH:22][CH:21]=3)[CH:11]=2)[CH2:8][CH2:9]1)(=[O:3])[CH3:2] |f:2.3.4|. Procedure details: A mixture of 3-(1-acetyl-4-piperidyl)indole (10.0 g), bromobenzene (6.48 g), potassium carbonate (5.70 g) and copper(II) oxide (0.26 g) in anhydrous N,N-dimethylformamide (10 ml) was refluxed for 30 minutes. The reaction mixture was cooled and diluted with chloroform, and the insoluble material was filtered off. The filtrate was concentrated under reduced pressure and the residue was subjected to column chromatography on alumina (400 g) followed by elution with a mixture of toluene and ethyl ace... Procedure details: 4-t-Butylaniline (14.9 g, 100 mmol) was suspended in aqueous hydrochloric acid (50 ml, 6M) at 5° C. Sodium nitrite (7.6 g, 110 mmol in 10 ml water) was added at such a rate that the temperature was kept between 5°-7° C. Following the addition the resulting solution was stirred for 15 min. and sodium tetrafluoroborate (15.4 g, 140 mmol in 30 ml water) was added at 5-8° C. The mixture was stirred for 15 min. 4-t-Butylbenzenediazonium tetrafluoroborate was filtered off, dried with suction and washe... Solvent: Cl (hydrochloric acid). Conditions: temperature 140 celsius, time 15 minute. Yields the product C(C)(C)(C)C1=CC=C(C=C1)F (4-t-Butyl-1-fluorobenzene). Reactants: C(C)(C)(C)C1=CC=C(N)C=C1 (4-t-Butylaniline), diazonium salt, N(=O)[O-].[Na+] (Sodium nitrite), F[B-](F)(F)F.[Na+] (sodium tetrafluoroborate). As a reaction SMILES: [C:1]([C:5]1[CH:11]=[CH:10][C:8](N)=[CH:7][CH:6]=1)([CH3:4])([CH3:3])[CH3:2].N([O-])=O.[Na+].[F:16][B-](F)(F)F.[Na+]>Cl>[C:1]([C:5]1[CH:11]=[CH:10][C:8]([F:16])=[CH:7][CH:6]=1)([CH3:4])([CH3:3])[CH3:2] |f:1.2,3.4|.